Dataset: the Open Reaction Database (ORD), a public repository of structured organic reaction records. Task: describe an organic reaction: reactants, conditions, products, and yield The reactants are CCOC(=O)CN(C(=O)C(NC(=O)OCc1ccccc1)C(C)C)C1Cc2ccccc2C1, CCO, [K+], [OH-]. Product: CC(C)C(NC(=O)OCc1ccccc1)C(=O)N(CC(=O)O)C1Cc2ccccc2C1. Reaction SMILES: [CH2:1]([CH3:2])[O:3][C:4]([CH2:5][N:6]([CH:7]1[CH2:8][c:9]2[cH:10][cH:11][cH:12][cH:13][c:14]2[CH2:15]1)[C:16]([CH:17]([NH:18][C:19](=[O:20])[O:21][CH2:22][c:23]1[cH:24][cH:25][cH:26][cH:27][cH:28]1)[CH:29]([CH3:30])[CH3:31])=[O:32])=[O:33].[CH3:36][CH2:37][OH:38].[K+:35].[OH-:34]>>[O:3]=[C:4]([CH2:5][N:6]([CH:7]1[CH2:8][c:9]2[cH:10][cH:11][cH:12][cH:13][c:14]2[CH2:15]1)[C:16]([CH:17]([NH:18][C:19](=[O:20])[O:21][CH2:22][c:23]1[cH:24][cH:25][cH:26][cH:27][cH:28]1)[CH:29]([CH3:30])[CH3:31])=[O:32])[OH:33]. The reactants are Cl, [H-], Nc1noc2cccc(OCCBr)c12, [Na+], C1CCOC1, O. Yields the product C1=Nc2noc3cccc(c23)OC1. Reaction SMILES: [ClH:18].[H-:16].[NH2:1][c:2]1[n:3][o:4][c:5]2[c:6]1[c:7]([O:11][CH2:12][CH2:13][Br:14])[cH:8][cH:9][cH:10]2.[Na+:15].[O:19]1[CH2:20][CH2:21][CH2:22][CH2:23]1.[OH2:17]>>[N:1]1=[CH:13][CH2:12][O:11][c:7]2[c:6]3[c:2]1[n:3][o:4][c:5]3[cH:10][cH:9][cH:8]2. Reactants: C1CCOC1, Cn1c(=O)c([N+](=O)[O-])c(Cl)c2cccnc21, N. Yields the product Cn1c(=O)c([N+](=O)[O-])c(N)c2cccnc21. RXN SMILES: [CH2:18]1[O:19][CH2:20][CH2:21][CH2:22]1.[Cl:1][c:2]1[c:3]([N+:14](=[O:15])[O-:16])[c:4](=[O:13])[n:5]([CH3:12])[c:6]2[n:7][cH:8][cH:9][cH:10][c:11]12.[NH3:17]>>[c:2]1([NH2:17])[c:3]([N+:14](=[O:15])[O-:16])[c:4](=[O:13])[n:5]([CH3:12])[c:6]2[n:7][cH:8][cH:9][cH:10][c:11]12. Reactants: COC1=C(C=CC=C1)CC(CC(=O)OCC)C1=CC=CC=C1 (Ethyl 4-(2'-methoxyphenyl)-3-phenylbutyrate), [OH-].[Na+] (sodium hydroxide). Run in CO (methanol). Conditions: time 18 hour. Yields the product COC1=C(C=CC=C1)CC(CC(=O)O)C1=CC=CC=C1 (4-(2'-Methoxyphenyl)-3-phenylbutyric acid). The yield is 99.3%. As a reaction SMILES: [CH3:1][O:2][C:3]1[CH:8]=[CH:7][CH:6]=[CH:5][C:4]=1[CH2:9][CH:10]([C:17]1[CH:22]=[CH:21][CH:20]=[CH:19][CH:18]=1)[CH2:11][C:12]([O:14]CC)=[O:13].[OH-].[Na+]>CO>[CH3:1][O:2][C:3]1[CH:8]=[CH:7][CH:6]=[CH:5][C:4]=1[CH2:9][CH:10]([C:17]1[CH:22]=[CH:21][CH:20]=[CH:19][CH:18]=1)[CH2:11][C:12]([OH:14])=[O:13] |f:1.2|. Reported procedure: Ethyl 4-(2'-methoxyphenyl)-3-phenylbutyrate (5.7 g, 19 mmol), from Step 3, was dissolved in 25 mL of methanol and 14 mL of 50% aqueous sodium hydroxide solution was added in one portion. The reaction mixture was stirred at ambient temperature for 18 h. The reaction mixture was concentrated and the residue was partitioned between 100 mL of diethyl ether and 100 mL of water. The layers were separated and the aqueous layer was adjusted to pH 6 with 6M aqueous hydrochloric acid solution and extracte...